From a dataset of the Open Reaction Database (ORD), a public repository of structured organic reaction records. describe an organic reaction: reactants, conditions, products, and yield Starting materials: C(C)(C)(C)OC(=O)C1=CC=C(OC2=C(C=C3C(CCOC3=C2)C(=O)OCC)Cl)C=C1 (Ethyl 7-(4-(tert-butoxycarbonyl)phenoxy)-6-chlorochroman-4-carboxylate), C(C)(=O)OCC (ethyl acetate). Run in Cl (hydrogen chloride). Conditions: time 16 hour. Yields the product ClC=1C=C2C(CCOC2=CC1OC1=CC=C(C(=O)O)C=C1)C(=O)OCC (4-(6-chloro-4-(ethoxycarbonyl)chroman-7-yloxy)-benzoic acid). Yield: 102.8%. As a reaction SMILES: C([O:5][C:6]([C:8]1[CH:30]=[CH:29][C:11]([O:12][C:13]2[CH:22]=[C:21]3[C:16]([CH:17]([C:23]([O:25][CH2:26][CH3:27])=[O:24])[CH2:18][CH2:19][O:20]3)=[CH:15][C:14]=2[Cl:28])=[CH:10][CH:9]=1)=[O:7])(C)(C)C.C(OCC)(=O)C>Cl>[Cl:28][C:14]1[CH:15]=[C:16]2[C:21](=[CH:22][C:13]=1[O:12][C:11]1[CH:29]=[CH:30][C:8]([C:6]([OH:7])=[O:5])=[CH:9][CH:10]=1)[O:20][CH2:19][CH2:18][CH:17]2[C:23]([O:25][CH2:26][CH3:27])=[O:24]. Procedure details: Ethyl 7-(4-(tert-butoxycarbonyl)phenoxy)-6-chlorochroman-4-carboxylate (221 g, 0.511 mol) was dissolved in hydrogen chloride in ethyl acetate (2.4 N, 1.6 L, 3.84 mol) and the resulting solution was stirred at ambient temperature for 16 hours. The solution was concentrated to give 198 g of crude 4-(6-chloro-4-(ethoxycarbonyl)chroman-7-yloxy)-benzoic acid. The crude product was recrystallized by dissolving in hot isopropyl acetate (0.5 L) and diluting with hexanes (1.1 L). After 48 hours, the crys... Reactants: C(C)C(C(=O)NC1=CC(=C(C=C1)N1CCC(CC1)C(CCCC)(C1=CC=CC=C1)O)F)CC (2-ethyl-N-{3-fluoro-4-[4-(1-hydroxy-1-phenyl-pentyl)-piperidin-1-yl]-phenyl}-butyramide), [SiH](CC)(CC)CC (Et3SiH), C(=O)(C(F)(F)F)O (TFA). Solvent: C(Cl)Cl (DCM). Reaction conditions: temperature 25 celsius, time 0.5 hour. Yields the product C(C)C(C(=O)NC1=CC(=C(C=C1)N1CCC(CC1)C(CCCC)C1=CC=CC=C1)F)CC (2-Ethyl-N-{3-fluoro-4-[4-(1-phenyl-pentyl)-piperidin-1-yl]-phenyl}-butyramide). The yield is 55.5%. Reaction SMILES: [CH2:1]([CH:3]([CH2:32][CH3:33])[C:4]([NH:6][C:7]1[CH:12]=[CH:11][C:10]([N:13]2[CH2:18][CH2:17][CH:16]([C:19](O)([C:24]3[CH:29]=[CH:28][CH:27]=[CH:26][CH:25]=3)[CH2:20][CH2:21][CH2:22][CH3:23])[CH2:15][CH2:14]2)=[C:9]([F:31])[CH:8]=1)=[O:5])[CH3:2].[SiH](CC)(CC)CC.C(O)(C(F)(F)F)=O>C(Cl)Cl>[CH2:32]([CH:3]([CH2:1][CH3:2])[C:4]([NH:6][C:7]1[CH:12]=[CH:11][C:10]([N:13]2[CH2:18][CH2:17][CH:16]([CH:19]([C:24]3[CH:29]=[CH:28][CH:27]=[CH:26][CH:25]=3)[CH2:20][CH2:21][CH2:22][CH3:23])[CH2:15][CH2:14]2)=[C:9]([F:31])[CH:8]=1)=[O:5])[CH3:33]. Procedure: To a solution of 2-ethyl-N-{3-fluoro-4-[4-(1-hydroxy-1-phenyl-pentyl)-piperidin-1-yl]-phenyl}-butyramide (17 mg, 0.037 mmol) and Et3SiH (0.025 mL) in DCM (0.15 mL) was added TFA (0.25 mL). The mixture was stirred at 25° C. for 0.5 h and purified by PTLC to provide the title compound (9 mg, 55%). MS: 439.4. 1H NMR (CDCl3): 7.40 (dd, J=14.0, 2.5, 1H), 7.32-7.25 (m, 2H), 7.22-7.17 (m, 1H), 7.14-7.06 (m, 3H), 7.02 (s, 1H), 7.06 (t, J=9.2, 1H), 3.47-3.22 (m, 2H), 2.65-2.55 (m, 1H), 2.52-2.43 (m, 1H),... Reactants: CC(=O)Nc1nn(C(C)=O)c2ccc([N+](=O)[O-])cc12, CO. Product: CC(=O)Nc1nn(C(C)=O)c2ccc(N)cc12. As a reaction SMILES: [C:1]([CH3:2])(=[O:3])[n:4]1[n:5][c:6]([NH:16][C:17]([CH3:18])=[O:19])[c:7]2[cH:8][c:9]([N+:13]([O-:14])=[O:15])[cH:10][cH:11][c:12]12.[CH3:20][OH:21]>>[C:1]([CH3:2])(=[O:3])[n:4]1[n:5][c:6]([NH:16][C:17]([CH3:18])=[O:19])[c:7]2[cH:8][c:9]([NH2:13])[cH:10][cH:11][c:12]12. Conditions: time 7 hour. Yields the product [Cl-].[Cl-].C1(CCCCC1)=[Zr+2](C1=C(C=CC=2C3=CC=C(C=C3CC12)C(C)(C)C)C(C)(C)C)C1C=CC=C1 (Cyclohexylidene(cyclopentadienyl) (2,7-di-tertbutylfluorenyl)zirconium dichloride). RXN SMILES: C(O[CH2:4][CH3:5])C.C[Li].C1(C2([C:19]3[C:31]4[CH2:30][C:29]5[C:24](=[CH:25][CH:26]=[C:27]([C:32]([CH3:35])([CH3:34])[CH3:33])[CH:28]=5)[C:23]=4[CH:22]=[CH:21][C:20]=3[C:36]([CH3:39])([CH3:38])[CH3:37])CCCCC2)C=CC=C1.[Cl-:40].[Cl-].[Cl-].[Cl-].[Zr+4:44]>ClCCl.C1COCC1>[Cl-:40].[Cl-:40].[C:19]1(=[Zr+2:44]([CH:5]2[CH:4]=[CH:29][CH:24]=[CH:25]2)[C:19]2[C:31]3[CH2:30][C:25]4[C:24](=[CH:29][CH:28]=[C:27]([C:32]([CH3:33])([CH3:34])[CH3:35])[CH:26]=4)[C:23]=3[CH:22]=[CH:21][C:20]=2[C:36]([CH3:38])([CH3:37])[CH3:39])[CH2:31][CH2:23][CH2:22][CH2:21][CH2:20]1 |f:3.4.5.6.7,10.11.12|. The solvent is ClCCl (dichloromethane), C1CCOC1 (THF). Starting materials: [Cl-].[Cl-].[Cl-].[Cl-].[Zr+4] (zirconium tetrachloride), complex, C1(C=CC=C1)C1(CCCCC1)C1=C(C=CC=2C3=CC=C(C=C3CC12)C(C)(C)C)C(C)(C)C (1-cyclopentadienyl-1-(2,7-di-tert-butylfluorenyl)cyclohexane), C(C)OCC (diethyl ether), C[Li] (methyllithium), C1(C=CC=C1)C1(CCCCC1)C1=C(C=CC=2C3=CC=C(C=C3CC12)C(C)(C)C)C(C)(C)C (1-cyclopentadienyl-1-(2,7-di-tert-butylfluorenyl)cyclohexane). Reported procedure: 5.8 ml (5.8 mmol) of a diethyl ether solution of methyllithium were added dropwise under ice cooling under nitrogen to a THF (20 ml) solution including 1.0 g (2.36 mmol) of 1-cyclopentadienyl-1-(2,7-di-tert-butylfluorenyl)cyclohexane synthesized in the above-mentioned (2), followed by stirring at room temperature for 7 hours. Next, the THF was distilled off under nitrogen, and the resultant solid was washed with hexane and then dissolved in dichloromethane cooled to −78° C. To this solution, zir... Reactants: BrC1=CN=C2N1C=CC=C2 (3-bromoimidazo[1,2-a]pyridine), C1(CCCCC1)NC1CCCCC1 (dicyclohexylamine), C(#C)[Si](C)(C)C (ethynyltrimethylsilane), O.[F-].C(CCC)[N+](CCCC)(CCCC)CCCC (tetrabutyl ammonium fluoride monohydrate). The reagents and catalysts are [Pd](Cl)Cl.C1(=CC=CC=C1)P(C1=CC=CC=C1)C1=CC=CC=C1.C1(=CC=CC=C1)P(C1=CC=CC=C1)C1=CC=CC=C1 (bis(triphenylphosphine) palladium(II) dichloride), [Cu]I (CuI). Run in C(C)#N (acetonitrile), O (water). Reaction conditions: temperature 80 celsius, time 2 hour. Product: C(#C)C1=CN=C2N1C=CC=C2 (3-Ethynylimidazo[1,2-a]pyridine). RXN SMILES: Br[C:2]1[N:6]2[CH:7]=[CH:8][CH:9]=[CH:10][C:5]2=[N:4][CH:3]=1.[CH:11]1(NC2CCCCC2)CCCC[CH2:12]1.C([Si](C)(C)C)#C.O.[F-].C([N+](CCCC)(CCCC)CCCC)CCC>C(#N)C.O.[Pd](Cl)Cl.C1(P(C2C=CC=CC=2)C2C=CC=CC=2)C=CC=CC=1.C1(P(C2C=CC=CC=2)C2C=CC=CC=2)C=CC=CC=1.[Cu]I>[C:11]([C:2]1[N:6]2[CH:7]=[CH:8][CH:9]=[CH:10][C:5]2=[N:4][CH:3]=1)#[CH:12] |f:3.4.5,8.9.10|. Procedure: To 3-bromoimidazo[1,2-a]pyridine (5 g, 0.0254 mol) in acetonitrile (50 mL) in a sealed tube was added bis(triphenylphosphine) palladium(II) dichloride (0.445 g, 0.634 mmol), CuI (0.17 g, 0.89 mmol), dicyclohexylamine (5.6 mL, 0.028 mol) and ethynyltrimethylsilane (7.2 mL, 0.051 mol). The solution was purged with argon for 15 minutes, sealed and heated at 80° C. for 3 h. At this point the HPLC did not show any starting bromide. The solvents were concentrated and to the residue was added water and... Yield: 75.1%. Reaction SMILES: Cl.[Cl:2][CH2:3][C:4]1[NH:5][CH2:6][CH2:7][N:8]=1.[CH3:9][C:10]1[C:16]([CH3:17])=[CH:15][CH:14]=[CH:13][C:11]=1[NH2:12]>C(O)C>[ClH:2].[CH3:9][C:10]1[C:16]([CH3:17])=[CH:15][CH:14]=[CH:13][C:11]=1[NH:12][CH2:3][C:4]1[NH:5][CH2:6][CH2:7][N:8]=1 |f:0.1,4.5|. Reported procedure: 31 g of 2-chloromethyl-2-imidazoline hydrochloride and 48.4 g of 2,3-dimethylaniline are refluxed for 5 hours in 65 ml of absolute ethanol. After cooling, the crystallised substance is collected by suction and recrystallised from water, affording 36 g (77% yield) of the final product with a melting point of 242° C. The reactants are Cl.ClCC=1NCCN1 (2-chloromethyl-2-imidazoline hydrochloride), CC1=C(N)C=CC=C1C (2,3-dimethylaniline). Product: Cl.CC1=C(C=CC=C1C)NCC=1NCCN1 (2-(2',3'-Dimethylphenylaminomethyl)-2-imidazoline hydrochloride). The solvent is C(C)O (ethanol).